From a dataset of the Open Reaction Database (ORD), a public repository of structured organic reaction records. describe an organic reaction: reactants, conditions, products, and yield The reactants are Cl (hydrochloric acid), CC(C)O (propan-2-ol), C([O-])([O-])=O.[Na+].[Na+] (sodium carbonate), CC1OCCC1 (2-methyltetrahydrofuran), BrN1C(CCC1=O)=O (N-bromosuccinimide), CC(C(N)=N)C (2-methylpropanimidamide), C(C)OC1=CC(CCC1)=O (3-(ethyloxy)-2-cyclohexen-1-one). Run in O (Water), C(C)#N (acetonitrile). Conditions: temperature 0 celsius, time 15 minute. Yields the product Cl.CC(C)C1=NC2=C(N1)CCCC2=O (2-(1-methylethyl)-1,5,6,7-tetrahydro-4H-benzimidazol-4-one, hydrochloride). Reaction SMILES: C(O[C:4]1[CH2:9][CH2:8][CH2:7][C:6](=[O:10])[CH:5]=1)C.BrN1C(=O)CCC1=O.[CH3:19][CH:20]([CH3:24])[C:21](=[NH:23])[NH2:22].C(=O)([O-])[O-].[Na+].[Na+].CC1CCCO1.[ClH:37].CC(O)C>C(#N)C.O>[ClH:37].[CH3:19][CH:20]([C:21]1[NH:23][C:4]2[CH2:9][CH2:8][CH2:7][C:6](=[O:10])[C:5]=2[N:22]=1)[CH3:24] |f:3.4.5,11.12|. Procedure details: 3-(ethyloxy)-2-cyclohexen-1-one (1000 g, 1.0 eq, 1.0 wt) was dissolved in acetonitrile (5 L, 5 vol) at 0° C. and N-bromosuccinimide (1295 g, 1.02 eq, 1.295 wt) was added in four equal portions over 1 hour at <5° C. The mixture was stirred for 15 minutes at 0° C., warmed to 20° C. and stirred for a further 15 minutes at this temperature and sampled for completion by HPLC. Reaction was complete. 2-methylpropanimidamide (981 g, 1.1 eq, 0.981 wt) was added and the mixture stirred for 5 minutes at 20... Product: FC(C=1C=C(CN(C(OC)=O)CC2=C(C=CC(=C2)C#N)C2=C(C=CC(=C2)C(C)C)OC)C=C(C1)C(F)(F)F)(F)F (Methyl [3,5-bis(trifluoromethyl)benzyl][(4-cyano-5′-isopropyl-2′-methoxybiphenyl-2-yl)methyl]carbamate). Procedure: A mixture of methyl [3,5-bis(trifluoromethyl)benzyl][(4-iodo-5′-isopropyl-2′-methoxybiphenyl-2-yl)methyl]carbamate from Example 10 (0.03 g, 0.045 mmol) and CuCN (0.008 g, 0.09 mmol) in DMF (1 ml) was stirred at 100° C. overnight. Water (10 ml) was added and the mixture was extracted with EtOAc (3×15 ml). The combined EtOAc layers were washed with brine, and dried over sodium sulfate. The title compound was obtained after preparative thin layer chromatography using 2:8 EtOAc/hexane as the eluant.... As a reaction SMILES: [F:1][C:2]([F:39])([F:38])[C:3]1[CH:4]=[C:5]([CH:31]=[C:32]([C:34]([F:37])([F:36])[F:35])[CH:33]=1)[CH2:6][N:7]([CH2:12][C:13]1[CH:18]=[C:17](I)[CH:16]=[CH:15][C:14]=1[C:20]1[CH:25]=[C:24]([CH:26]([CH3:28])[CH3:27])[CH:23]=[CH:22][C:21]=1[O:29][CH3:30])[C:8](=[O:11])[O:9][CH3:10].[C:40]([Cu])#[N:41].O>CN(C=O)C>[F:1][C:2]([F:39])([F:38])[C:3]1[CH:4]=[C:5]([CH:31]=[C:32]([C:34]([F:37])([F:36])[F:35])[CH:33]=1)[CH2:6][N:7]([CH2:12][C:13]1[CH:18]=[C:17]([C:40]#[N:41])[CH:16]=[CH:15][C:14]=1[C:20]1[CH:25]=[C:24]([CH:26]([CH3:28])[CH3:27])[CH:23]=[CH:22][C:21]=1[O:29][CH3:30])[C:8](=[O:11])[O:9][CH3:10]. Reactants: FC(C=1C=C(CN(C(OC)=O)CC2=C(C=CC(=C2)I)C2=C(C=CC(=C2)C(C)C)OC)C=C(C1)C(F)(F)F)(F)F (methyl [3,5-bis(trifluoromethyl)benzyl][(4-iodo-5′-isopropyl-2′-methoxybiphenyl-2-yl)methyl]carbamate), C(#N)[Cu] (CuCN), O (Water). Solvent: CN(C)C=O (DMF). Run at temperature 100 celsius, time 8 hour. The reactants are [Li]CCCC, COCOc1c(C)c(Br)c(OCOC)c(OC)c1OC, CN(C)C=O, CCCCCC. Yields the product COCOc1c(C)c(C=O)c(OCOC)c(OC)c1OC. RXN SMILES: [CH2:21]([Li:22])[CH2:23][CH2:24][CH3:25].[CH3:1][O:2][c:3]1[c:4]([O:17][CH2:18][O:19][CH3:20])[c:5]([Br:16])[c:6]([CH3:15])[c:7]([O:11][CH2:12][O:13][CH3:14])[c:8]1[O:9][CH3:10].[CH3:26][N:27]([CH:28]=[O:29])[CH3:30].[CH3:31][CH2:32][CH2:33][CH2:34][CH2:35][CH3:36]>>[CH3:1][O:2][c:3]1[c:4]([O:17][CH2:18][O:19][CH3:20])[c:5]([CH:28]=[O:29])[c:6]([CH3:15])[c:7]([O:11][CH2:12][O:13][CH3:14])[c:8]1[O:9][CH3:10]. Starting materials: NC1=NC(=NN1)N(C)C (5-amino-3-dimethylamino-1H-1,2,4-triazole), C(C)(=O)O (acetic acid), O=C1C(CSC1)C(=O)OC (methyl 4-oxo-tetrahydrothiophene-3-carboxylate). Conditions: time 15 minute. Yields the product CN(C1=NN2C(N=C3C(C2)=CSC3=O)=N1)C (2-dimethylamino-6,8-dihydrothieno[3,4-d]-1,2,4-triazolo-[1,5-a]pyrimidine-5(9H)-one). Isolated yield 73.3%. As a reaction SMILES: [NH2:1][C:2]1[NH:6][N:5]=[C:4]([N:7]([CH3:9])[CH3:8])[N:3]=1.[C:10]([OH:13])(=O)[CH3:11].O=[C:15]1C[S:18][CH2:17][CH:16]1C(OC)=O>>[CH3:8][N:7]([CH3:9])[C:4]1[N:3]=[C:2]2[N:1]=[C:11]3[C:10](=[O:13])[S:18][CH:17]=[C:16]3[CH2:15][N:6]2[N:5]=1. Procedure: To 19.1 g (0.15 mole) of 5-amino-3-dimethylamino-1H-1,2,4-triazole dissolved in 15 ml of acetic acid 24.3 g (0.15 moles) of methyl 4-oxo-tetrahydrothiophene-3-carboxylate are added and the reaction mixture is boiled for 15 minutes. The product precipitated from the reaction mixture is filtered off from the hot solution, then washed with i-propanol and recrystallized from dimethylformamide. Thus 26.1 g (73.3%) of 2-dimethylamino-6,8-dihydrothieno[3,4-d]-1,2,4-triazolo-[1,5-a]pyrimidine-5(9H)-one ... Starting materials: O1CCC(CC1)CC=O (2-(tetrahydro-2H-pyran-4-yl)acetaldehyde), S(=O)(=O)([O-])[O-].[Na+].[Na+] (sodium sulfate), O1CCC(CC1)CC=O (2-(tetrahydro-2H-pyran-4-yl)acetaldehyde), C(=O)(C(F)(F)F)O (TFA), BrC=1C(=NC=C(N1)Br)NC(C(C)(C)NC(OC(C)(C)C)=O)=O (tert-butyl 1-(3,5-dibromopyrazin-2-ylamino)-2-methyl-1-oxopropan-2-ylcarbamate), C(C)(=O)O[BH-](OC(C)=O)OC(C)=O.[Na+] (sodium triacetoxyborohydride), C(C)(=O)O[BH-](OC(C)=O)OC(C)=O.[Na+] (sodium triacetoxyborohydride), C(C)(=O)O[BH-](OC(C)=O)OC(C)=O.[Na+] (Sodium triacetoxyborohydride), S(=O)(=O)([O-])[O-].[Na+].[Na+] (Sodium sulfate). Run in ClCCCl (1,2-dichloroethane), ClCCl (dichloromethane), CO (methanol). Conditions: time 3 hour. Product: FC(C(=O)O)(F)F.BrC=1C(=NC=C(N1)Br)NC(C(C)(NCCC1CCOCC1)C)=O (N-(3,5-Dibromopyrazin-2-yl)-2-methyl-2-(2-(tetrahydro-2H-pyran-4-yl)ethylamino)propanamide trifluoroacetate). Yield: 83.3%. As a reaction SMILES: [C:1]([OH:7])([C:3]([F:6])([F:5])[F:4])=[O:2].[Br:8][C:9]1[C:10]([NH:16][C:17](=[O:29])[C:18]([NH:21][C:22](=O)OC(C)(C)C)([CH3:20])[CH3:19])=[N:11][CH:12]=[C:13]([Br:15])[N:14]=1.S([O-])([O-])(=O)=O.[Na+].[Na+].[O:37]1[CH2:42][CH2:41][CH:40]([CH2:43]C=O)[CH2:39][CH2:38]1.C(O[BH-](OC(=O)C)OC(=O)C)(=O)C.[Na+]>ClCCl.CO.ClCCCl>[F:4][C:3]([F:6])([F:5])[C:1]([OH:7])=[O:2].[Br:8][C:9]1[C:10]([NH:16][C:17](=[O:29])[C:18]([CH3:19])([NH:21][CH2:22][CH2:43][CH:40]2[CH2:41][CH2:42][O:37][CH2:38][CH2:39]2)[CH3:20])=[N:11][CH:12]=[C:13]([Br:15])[N:14]=1 |f:2.3.4,6.7,11.12|. Procedure: TFA (3.66 mL, 47.5 mmol) was added to a stirred mixture of tert-butyl 1-(3,5-dibromopyrazin-2-ylamino)-2-methyl-1-oxopropan-2-ylcarbamate (1.04 g, 2.374 mmol) in dichloromethane (20 mL). The resulting clear yellow solution was stirred at room temperature for 3 h. All volatiles were removed under reduced pressure and the residue dried under high vacuum to give a yellow semi-solid. MS (ESI) m/z 339.1 [M+1]+. Sodium sulfate (1.686 g, 11.87 mmol) was added followed by 2-(tetrahydro-2H-pyran-4-yl)ace... The reactants are C=CCBr, CC(C)=O, COc1ccc(CCCN(CCCc2ccc(OC)cc2)CCNC(=O)c2nc(Cl)c(N)nc2N)cc1, O=C(O)C(F)(F)F, [Na+], [Na+], O=C([O-])[O-]. Product: C=CC[N+](CCCc1ccc(OC)cc1)(CCCc1ccc(OC)cc1)CCNC(=O)c1nc(Cl)c(N)nc1N, O=C([O-])C(F)(F)F. RXN SMILES: [CH2:51]([CH:52]=[CH2:53])[Br:54].[CH3:55][C:56](=[O:57])[CH3:58].[CH3:8][O:9][c:10]1[cH:11][cH:12][c:13]([CH2:16][CH2:17][CH2:18][N:19]([CH2:20][CH2:21][NH:22][C:23](=[O:24])[c:25]2[n:26][c:27]([Cl:33])[c:28]([NH2:32])[n:29][c:30]2[NH2:31])[CH2:34][CH2:35][CH2:36][c:37]2[cH:38][cH:39][c:40]([O:43][CH3:44])[cH:41][cH:42]2)[cH:14][cH:15]1.[F:1][C:2]([C:3](=[O:4])[OH:5])([F:6])[F:7].[Na+:45].[Na+:46].[O-:47][C:48](=[O:49])[O-:50]>>[CH3:8][O:9][c:10]1[cH:11][cH:12][c:13]([CH2:16][CH2:17][CH2:18][N+:19]([CH2:20][CH2:21][NH:22][C:23](=[O:24])[c:25]2[n:26][c:27]([Cl:33])[c:28]([NH2:32])[n:29][c:30]2[NH2:31])([CH2:34][CH2:35][CH2:36][c:37]2[cH:38][cH:39][c:40]([O:43][CH3:44])[cH:41][cH:42]2)[CH2:53][CH:52]=[CH2:51])[cH:14][cH:15]1.[F:1][C:2]([C:3](=[O:4])[O-:5])([F:6])[F:7]. Reported procedure: The same procedure was carried out as in Examples (10c) to (10e), except that [4-(2-fluoroethyl)-8-methoxy-3-oxo-3,4-dihydro-2H-benzo[1,4]oxazin-6-yl]-[4-(5-methyl-[1,2,4]oxadiazol-3-yl)phenylamino]acetonitrile was used instead of (3-methoxy-5-methoxymethylphenyl)-[4-(5-methyl-[1,2,4]oxadiazol-3-yl)phenylamino]acetonitrile in Example (10c), to give the first eluting enantiomer of the title compound. The reactants are C(C)(=O)O.COC=1C=C(C=C(C1)COC)[C@@H](C1=NN(C(N1)=O)C1=NC=CC=N1)NC1=CC=C(C(=N)N)C=C1 ((S)-4-{[(3-methoxy-5-methoxymethylphenyl)-(5-oxo-1-pyrimidin-2-yl-4,5-dihydro-1H-[1,2,4]triazol-3-yl)methyl]amino}benzamidine acetate), FCCN1C(COC2=C1C=C(C=C2OC)C(C#N)NC2=CC=C(C=C2)C2=NOC(=N2)C)=O ([4-(2-fluoroethyl)-8-methoxy-3-oxo-3,4-dihydro-2H-benzo[1,4]oxazin-6-yl]-[4-(5-methyl-[1,2,4]oxadiazol-3-yl)phenylamino]acetonitrile). RXN SMILES: [C:1]([OH:4])(=[O:3])[CH3:2].[CH3:5][O:6][C:7]1[CH:8]=[C:9]([C@H:16]([NH:29][C:30]2[CH:38]=[CH:37][C:33]([C:34]([NH2:36])=[NH:35])=[CH:32][CH:31]=2)[C:17]2[NH:21][C:20](=[O:22])[N:19]([C:23]3[N:28]=[CH:27][CH:26]=[CH:25][N:24]=3)[N:18]=2)[CH:10]=[C:11](COC)[CH:12]=1.[F:39][CH2:40][CH2:41][N:42]1C2C=C(C(NC3C=CC(C4N=C(C)ON=4)=CC=3)C#N)C=C(OC)C=2[O:45][CH2:44][C:43]1=[O:70]>>[C:1]([OH:4])(=[O:3])[CH3:2].[F:39][CH2:40][CH2:41][N:42]1[C:11]2[CH:10]=[C:9]([C@H:16]([NH:29][C:30]3[CH:38]=[CH:37][C:33]([C:34]([NH2:36])=[NH:35])=[CH:32][CH:31]=3)[C:17]3[NH:21][C:20](=[O:22])[N:19]([C:23]4[N:28]=[CH:27][CH:26]=[CH:25][N:24]=4)[N:18]=3)[CH:8]=[C:7]([O:6][CH3:5])[C:12]=2[O:45][CH2:44][C:43]1=[O:70] |f:0.1,3.4|. Product: C(C)(=O)O.FCCN1C(COC2=C1C=C(C=C2OC)[C@@H](C2=NN(C(N2)=O)C2=NC=CC=N2)NC2=CC=C(C(=N)N)C=C2)=O ((S)-4-{[[4-(2-Fluoroethyl)-8-methoxy-3-oxo-3,4-dihydro-2H-benzo[1,4]oxazin-6-yl]-(5-oxo-1-pyrimidin-2-yl-4,5-dihydro-1H-[1,2,4]triazol-3-yl)methyl]amino}benzamidine acetate).